The task is: describe an organic reaction: reactants, conditions, products, and yield. This data is from the Open Reaction Database (ORD), a public repository of structured organic reaction records. Reactants: C(C=1C(O)=CC=CC1)(=O)OC1=CC=CC=C1 (phenyl salicylate), C(C)(C)C1=C(N)C=CC=C1 (2-isopropylaniline). Yields the product C(C)(C)C1=C(NC(C=2C(O)=CC=CC2)=O)C=CC=C1 (2′-isopropyl-salicylanilide). Reaction SMILES: [C:1]([O:10]C1C=CC=CC=1)(=O)[C:2]1[C:3](=[CH:5][CH:6]=[CH:7][CH:8]=1)[OH:4].[CH:17]([C:20]1[CH:26]=[CH:25][CH:24]=[CH:23][C:21]=1[NH2:22])([CH3:19])[CH3:18]>>[CH:17]([C:20]1[CH:26]=[CH:25][CH:24]=[CH:23][C:21]=1[NH:22][C:1](=[O:10])[C:2]1[C:3](=[CH:5][CH:6]=[CH:7][CH:8]=1)[OH:4])([CH3:19])[CH3:18]. Reported procedure: The 2′-isopropyl-salicylanilide was prepared by condensing phenyl salicylate with 2-isopropylaniline then purified as described in Example 2a. The ligand mixture was then prepared from 2′-isopropyl-salicylanilide and binaphthol using the procedure described in Example 2a. 31P NMR (121.77 MHz): several peaks between 117.1-120.9 ppm. The reactants are IC (iodomethane), ice, ClC1=NNC=2C1=CC=C1C(C(=C(OC21)C2=CC=CC=C2)I)=O (3-chloro-7-iodo-8-phenyl-1H-9-oxa-1,2-diaza-cyclopenta[a]naphthalen-6-one), C([O-])([O-])=O.[Cs+].[Cs+] (cesium carbonate). Solvent: CN(C)C=O (DMF). Conditions: time 5 minute. Product: ClC1=NN(C=2C1=CC=C1C(C(=C(OC21)C2=CC=CC=C2)I)=O)C (3-Chloro-7-iodo-1-methyl-8-phenyl-1H-9-oxa-1,2-diaza-cyclopenta[a]naphthalen-6-one). Yield: 57.3%. RXN SMILES: [Cl:1][C:2]1[C:6]2=[CH:7][CH:8]=[C:9]3[C:14]([O:13][C:12]([C:15]4[CH:20]=[CH:19][CH:18]=[CH:17][CH:16]=4)=[C:11]([I:21])[C:10]3=[O:22])=[C:5]2[NH:4][N:3]=1.[C:23](=O)([O-])[O-].[Cs+].[Cs+].IC>CN(C=O)C>[Cl:1][C:2]1[C:6]2=[CH:7][CH:8]=[C:9]3[C:14]([O:13][C:12]([C:15]4[CH:20]=[CH:19][CH:18]=[CH:17][CH:16]=4)=[C:11]([I:21])[C:10]3=[O:22])=[C:5]2[N:4]([CH3:23])[N:3]=1 |f:1.2.3|. Procedure details: To a stirred ice-cooled solution of 3-chloro-7-iodo-8-phenyl-1H-9-oxa-1,2-diaza-cyclopenta[a]naphthalen-6-one (42 mg, 0.10 mmol) in DMF (2 mL), was added cesium carbonate (65 mg, 0.2 mmol). After 5 min, iodomethane (0.0185 mL, 0.3 mmol) was added. After a further 5 min, the reaction mixture was allowed to warm to RT. After a further 15 min, the resulting mixture was partitioned between EtOAc and water. The resulting biphasic mixture was separated, the organic phase was further extracted with EtO... Starting materials: C(C1=CC=CC=C1)N1CCC(CC1)N1N=CC=2C1=NC(=NC2N2CC1CCC(C2)O1)Cl (1-(1-benzyl-piperidin-4-yl)-6-chloro-4-(8-oxa-3-aza-bicyclo[3.2.1]oct-3-yl)-1H-pyrazolo[3,4-d]pyrimidine), ClC(=O)OC(C)Cl (alpha-chloroethyl chloroformate), C(=O)([O-])[O-].[K+].[K+] (K2CO3). The solvent is ClCCCl (1,2-dichloroethane). Run at time 5.5 hour. The product is ClC1=NC(=C2C(=N1)N(N=C2)C2CCNCC2)N2CC1CCC(C2)O1 (6-Chloro-4-(8-oxa-3-aza-bicyclo[3.2.1]oct-3-yl)-1-piperidin-4-yl-1H-pyrazolo[3,4-d]pyrimidine). Reaction SMILES: C([N:8]1[CH2:13][CH2:12][CH:11]([N:14]2[C:18]3=[N:19][C:20]([Cl:31])=[N:21][C:22]([N:23]4[CH2:29][CH:28]5[O:30][CH:25]([CH2:26][CH2:27]5)[CH2:24]4)=[C:17]3[CH:16]=[N:15]2)[CH2:10][CH2:9]1)C1C=CC=CC=1.ClC(OC(Cl)C)=O.C([O-])([O-])=O.[K+].[K+]>ClCCCl>[Cl:31][C:20]1[N:19]=[C:18]2[N:14]([CH:11]3[CH2:10][CH2:9][NH:8][CH2:13][CH2:12]3)[N:15]=[CH:16][C:17]2=[C:22]([N:23]2[CH2:24][CH:25]3[O:30][CH:28]([CH2:27][CH2:26]3)[CH2:29]2)[N:21]=1 |f:2.3.4|. Procedure: To 1-(1-benzyl-piperidin-4-yl)-6-chloro-4-(8-oxa-3-aza-bicyclo[3.2.1]oct-3-yl)-1H-pyrazolo[3,4-d]pyrimidine (0.24 mmol) in 1,2-dichloroethane (2 mL) is added 1.9 mmol alpha-chloroethyl chloroformate (ACE-Cl) along with a small amount of K2CO3. The mixture is stirred for 5.5 h at RT. The reaction is quenched by addition of MeOH and the mixture is filtered and concentrated to dryness. The mixture is dissolved in MeOH and briefly heated to reflux. The title compound is obtained in quantitative yiel... Product: Cl.C(C)OC(=O)C1=CC2=C(S1)C=CC=C2N2CCN(CC2)CCCCC(NC2=CC=CC=C2)=O (4-[4-(4-phenylcarbamoyl-butyl)-piperazin-1-yl-]benzo[b]thiophen-2-carboxylic acid ethyl ester hydrochloride). The yield is 6.2%. Run in CN(C=O)C (N,N-dimethylformamide). RXN SMILES: [ClH:1].[CH2:2]([O:4][C:5]([C:7]1[S:11][C:10]2[CH:12]=[CH:13][CH:14]=[C:15]([N:16]3[CH2:21][CH2:20][NH:19][CH2:18][CH2:17]3)[C:9]=2[CH:8]=1)=[O:6])[CH3:3].C(=O)(O)[O-].[Na+].I[CH2:28][CH2:29][CH2:30][CH2:31][C:32]([NH:34][C:35]1[CH:40]=[CH:39][CH:38]=[CH:37][CH:36]=1)=[O:33].O>CN(C)C=O>[ClH:1].[CH2:2]([O:4][C:5]([C:7]1[S:11][C:10]2[CH:12]=[CH:13][CH:14]=[C:15]([N:16]3[CH2:17][CH2:18][N:19]([CH2:28][CH2:29][CH2:30][CH2:31][C:32](=[O:33])[NH:34][C:35]4[CH:40]=[CH:39][CH:38]=[CH:37][CH:36]=4)[CH2:20][CH2:21]3)[C:9]=2[CH:8]=1)=[O:6])[CH3:3] |f:0.1,2.3,7.8|. Reactants: Cl.C(C)OC(=O)C1=CC2=C(S1)C=CC=C2N2CCNCC2 (ethyl-4-(1-piperazinyl)-benzo[b]thiophene-2-carboxylate monohydrochloride), C([O-])(O)=O.[Na+] (sodium bicarbonate), ICCCCC(=O)NC1=CC=CC=C1 (5-iodo-N-phenylpentanamide), C([O-])(O)=O.[Na+] (sodium bicarbonate), O (water). Conditions: temperature 80 celsius. Procedure: To a solution of ethyl-4-(1-piperazinyl)-benzo[b]thiophene-2-carboxylate monohydrochloride prepared in Example 5 (2.00 g, 6.12 mmol) in dry N,N-dimethylformamide (31 mL) was added sodium bicarbonate (1.03 g, 12.2 mmol) and 5-iodo-N-phenylpentanamide (1.86 g, 6.12 mmol). The mixture was heated at 80° C. under nitrogen for 24 h, cooled to 20° C., treated with saturated aqueous sodium bicarbonate (50 mL) and water (100 mL), and extracted with 2:1 ether:dichloromethane (4×75 mL). The combined extrac... Reactants: COC(=O)CBr, Cl, [H-], [Na+], CN(C)C=O, C1COCCO1, O, ClC(c1ccccc1)(c1ccccc1)c1ccccc1, FC(F)(F)c1nc2c(c(NCc3ccc(-c4ccccc4-c4nnn[nH]4)cc3)n1)CCCC2. Yields the product COC(=O)CN(Cc1ccc(-c2ccccc2-c2nnn[nH]2)cc1)c1nc(C(F)(F)F)nc2c1CCCC2. As a reaction SMILES: [Br:56][CH2:57][C:58](=[O:59])[O:60][CH3:61].[ClH:62].[H-:35].[Na+:34].[O:63]=[CH:64][N:65]([CH3:66])[CH3:67].[O:69]1[CH2:70][CH2:71][O:72][CH2:73][CH2:74]1.[OH2:68].[c:36]1([C:37]([Cl:38])([c:39]2[cH:40][cH:41][cH:42][cH:43][cH:44]2)[c:45]2[cH:46][cH:47][cH:48][cH:49][cH:50]2)[cH:51][cH:52][cH:53][cH:54][cH:55]1.[nH:1]1[n:2][n:3][n:4][c:5]1-[c:6]1[c:7](-[c:12]2[cH:13][cH:14][c:15]([CH2:18][NH:19][c:20]3[n:21][c:22]([C:30]([F:31])([F:32])[F:33])[n:23][c:24]4[c:29]3[CH2:28][CH2:27][CH2:26][CH2:25]4)[cH:16][cH:17]2)[cH:8][cH:9][cH:10][cH:11]1>>[nH:1]1[n:2][n:3][n:4][c:5]1-[c:6]1[c:7](-[c:12]2[cH:13][cH:14][c:15]([CH2:18][N:19]([c:20]3[n:21][c:22]([C:30]([F:31])([F:32])[F:33])[n:23][c:24]4[c:29]3[CH2:28][CH2:27][CH2:26][CH2:25]4)[CH2:57][C:58](=[O:59])[O:60][CH3:61])[cH:16][cH:17]2)[cH:8][cH:9][cH:10][cH:11]1. Conditions: time 84 hour. RXN SMILES: C([N:8]1[C:12]([C:13]([O:15][CH2:16][CH3:17])=[O:14])=[C:11]([O:18][CH2:19][CH2:20][CH2:21][CH2:22][CH2:23][CH2:24][CH2:25][CH2:26][CH2:27][CH3:28])[C:10]([O:29][CH2:30][CH2:31][CH2:32][CH2:33][CH2:34][CH2:35][CH2:36][CH2:37][CH2:38][CH3:39])=[C:9]1[C:40]([O:42][CH2:43][CH3:44])=[O:41])C1C=CC=CC=1.[H][H]>[C].[Pd].C(O)(=O)C>[CH2:30]([O:29][C:10]1[C:11]([O:18][CH2:19][CH2:20][CH2:21][CH2:22][CH2:23][CH2:24][CH2:25][CH2:26][CH2:27][CH3:28])=[C:12]([C:13]([O:15][CH2:16][CH3:17])=[O:14])[NH:8][C:9]=1[C:40]([O:42][CH2:43][CH3:44])=[O:41])[CH2:31][CH2:32][CH2:33][CH2:34][CH2:35][CH2:36][CH2:37][CH2:38][CH3:39] |f:2.3|. Yield: 75.9%. Procedure details: Into a 1-L autoclave, 121.1 g (0.197 mole) of the diethyl N-benzyl-3,4-didecyloxypyrrole-2, 5-dicarboxylate, 600 ml of acetic acid and 12.0 g of 10% palladium-carbon were put, and the reaction was carried out for 84 hours at 30° C. and a hydrogen pressure of 1.8×106 Pa. After the reaction was completed, the 10% palladium-carbon was removed by filtration, and the filtrate formed was evaporated to dryness. The residue formed was purified by silica gel column chromatography (eluent: toluene/acetic ... Solvent: C(C)(=O)O (acetic acid). Reactants: C(C1=CC=CC=C1)N1C(=C(C(=C1C(=O)OCC)OCCCCCCCCCC)OCCCCCCCCCC)C(=O)OCC (diethyl N-benzyl-3,4-didecyloxypyrrole-2, 5-dicarboxylate), [H][H] (hydrogen). The reagents and catalysts are [C].[Pd] (palladium-carbon). Product: C(CCCCCCCCC)OC1=C(NC(=C1OCCCCCCCCCC)C(=O)OCC)C(=O)OCC (diethyl 3,4-didecyloxypyrrole-2,5-dicarboxylate).